Dataset: the Open Reaction Database (ORD), a public repository of structured organic reaction records. Task: describe an organic reaction: reactants, conditions, products, and yield Reactants: C, Cc1cc(N2CCN(Cc3ccccc3)CC2)ccn1, CO, [Pd]. The product is Cc1cc(N2CCNCC2)ccn1. As a reaction SMILES: [C:21].[CH2:1]([c:2]1[cH:3][cH:4][cH:5][cH:6][cH:7]1)[N:8]1[CH2:9][CH2:10][N:11]([c:14]2[cH:15][c:16]([CH3:20])[n:17][cH:18][cH:19]2)[CH2:12][CH2:13]1.[CH3:23][OH:24].[Pd:22]>>[NH:8]1[CH2:9][CH2:10][N:11]([c:14]2[cH:15][c:16]([CH3:20])[n:17][cH:18][cH:19]2)[CH2:12][CH2:13]1.